This data is from the Open Reaction Database (ORD), a public repository of structured organic reaction records. The task is: describe an organic reaction: reactants, conditions, products, and yield Conditions: time 6.5 hour. Solvent: C1CCOC1 (THF), O (water), C1CCOC1 (THF), O (water). The product is ClC=1C(=C(C=CC1)[C@H]1N(C[C@H]([C@]1(C#N)C1=C(C=C(C=C1)Cl)F)CC(C)(C)C)C(=O)NCC1CCC(CC1)C(=O)O)F (rac-4-({[(2S,3S,4S)-2-(3-chloro-2-fluoro-phenyl)-3-(4-chloro-2-fluoro-phenyl)-3-cyano-4-(2,2-dimethyl-propyl)-pyrrolidine-1-carbonyl]-amino}-methyl)-cyclohexanecarboxylic acid). Procedure: To a mixture of rac-4-({[(2S,3S,4S)-2-(3-chloro-2-fluoro-phenyl)-3-(4-chloro-2-fluoro-phenyl)-3-cyano-4-(2,2-dimethyl-propyl)-pyrrolidine-1-carbonyl]-amino}-methyl)-cyclohexanecarboxylic acid methyl ester (65.0 mg, 0.105 mmol, example 21) in THF (4 mL) was added a solution of LiOH (Aldrich, 31.5 mg, 0.75 mmol) in water (2 mL) and the reaction mixture was stirred at rt for 6.5 hrs then more THF (2 mL) and water (1 mL) was added and stirred for 6 more hrs. The reaction mixture was partly concentra... Reactants: COC(=O)C1CCC(CC1)CNC(=O)N1[C@@H]([C@@]([C@@H](C1)CC(C)(C)C)(C#N)C1=C(C=C(C=C1)Cl)F)C1=C(C(=CC=C1)Cl)F (rac-4-({[(2S,3S,4S)-2-(3-chloro-2-fluoro-phenyl)-3-(4-chloro-2-fluoro-phenyl)-3-cyano-4-(2,2-dimethyl-propyl)-pyrrolidine-1-carbonyl]-amino}-methyl)-cyclohexanecarboxylic acid methyl ester), [Li+].[OH-] (LiOH). As a reaction SMILES: C[O:2][C:3]([CH:5]1[CH2:10][CH2:9][CH:8]([CH2:11][NH:12][C:13]([N:15]2[CH2:19][C@@H:18]([CH2:20][C:21]([CH3:24])([CH3:23])[CH3:22])[C@@:17]([C:27]3[CH:32]=[CH:31][C:30]([Cl:33])=[CH:29][C:28]=3[F:34])([C:25]#[N:26])[C@H:16]2[C:35]2[CH:40]=[CH:39][CH:38]=[C:37]([Cl:41])[C:36]=2[F:42])=[O:14])[CH2:7][CH2:6]1)=[O:4].[Li+].[OH-]>C1COCC1.O>[Cl:41][C:37]1[C:36]([F:42])=[C:35]([C@@H:16]2[C@:17]([C:27]3[CH:32]=[CH:31][C:30]([Cl:33])=[CH:29][C:28]=3[F:34])([C:25]#[N:26])[C@H:18]([CH2:20][C:21]([CH3:23])([CH3:24])[CH3:22])[CH2:19][N:15]2[C:13]([NH:12][CH2:11][CH:8]2[CH2:7][CH2:6][CH:5]([C:3]([OH:4])=[O:2])[CH2:10][CH2:9]2)=[O:14])[CH:40]=[CH:39][CH:38]=1 |f:1.2|. The reactants are CC(C)([O-])C.[K+] (potassium tertiary butoxide), 2l, CN(C=O)C (dimethylformamide), CN(C1=NC=CC=C1)CCO (2-(N-methyl-N-(2-pyridyl)amino)ethanol), FC1=CC=C(C=O)C=C1 (4-fluorobenzaldehyde). The solvent is O (water). Conditions: time 10 minute. The product is CN(C1=NC=CC=C1)CCOC1=CC=C(C=O)C=C1 (4-[2-(N-Methyl-N-(2-pyridyl)amino)ethoxy]benzaldehyde). Isolated yield 87.9%. Reaction SMILES: CN(C)C=O.[CH3:6][N:7]([CH2:14][CH2:15][OH:16])[C:8]1[CH:13]=[CH:12][CH:11]=[CH:10][N:9]=1.F[C:18]1[CH:25]=[CH:24][C:21]([CH:22]=[O:23])=[CH:20][CH:19]=1.CC(C)([O-])C.[K+]>O>[CH3:6][N:7]([CH2:14][CH2:15][O:16][C:18]1[CH:25]=[CH:24][C:21]([CH:22]=[O:23])=[CH:20][CH:19]=1)[C:8]1[CH:13]=[CH:12][CH:11]=[CH:10][N:9]=1 |f:3.4|. Procedure: In a 2l three necked, round bottom flask, 500 ml dimethylformamide is added, followed by addition of 100 g of 2-(N-methyl-N-(2-pyridyl)amino)ethanol (II) and 100 g of 4-fluorobenzaldehyde (III) was added to the reaction mixture and it was stirred for 10 minutes at room temperature and 80 g of potassium tertiary butoxide was added to the reaction mixture. The reaction was monitored by TLC. After completion of the reaction, the reaction mixture was cooled to 5-10° C. and under the cold conditions,... The reactants are CC(C)(C)OC(=O)NC(Cc1ccccc1)CC(O)C(Cc1ccccc1)N(Cc1ccccc1)Cc1ccccc1, CCO, O=C[O-], [NH4+], O. Yields the product CC(C)(C)OC(=O)NC(Cc1ccccc1)CC(O)C(N)Cc1ccccc1. RXN SMILES: [CH2:1]([N:8]([CH2:2][c:3]1[cH:4][cH:5][cH:6][cH:7][cH:9]1)[CH:16]([CH2:17][c:18]1[cH:19][cH:20][cH:21][cH:22][cH:23]1)[CH:24]([CH2:25][CH:26]([CH2:27][c:28]1[cH:29][cH:30][cH:31][cH:32][cH:33]1)[NH:34][C:35](=[O:36])[O:37][C:38]([CH3:39])([CH3:40])[CH3:41])[OH:42])[c:10]1[cH:11][cH:12][cH:13][cH:14][cH:15]1.[CH3:47][CH2:48][OH:49].[CH:43]([O-:44])=[O:45].[NH4+:46].[OH2:50]>>[NH2:8][CH:16]([CH2:17][c:18]1[cH:19][cH:20][cH:21][cH:22][cH:23]1)[CH:24]([CH2:25][CH:26]([CH2:27][c:28]1[cH:29][cH:30][cH:31][cH:32][cH:33]1)[NH:34][C:35](=[O:36])[O:37][C:38]([CH3:39])([CH3:40])[CH3:41])[OH:42]. Reactants: ON=C(C(=O)OCC)C1=NSN=C1 (ethyl 2-hydroxyimino-2-(1,2,5-thiadiazol-3-yl)acetate), aqueous solution, C=O (formaldehyde), Cl (hydrochloric acid). Solvent: O (water). The product is S1N=C(C=N1)C(C(=O)O)=O (2-(1,2,5-thiadiazol-3-yl)glyoxylic acid). Reaction SMILES: ON=[C:3]([C:9]1[CH:13]=[N:12][S:11][N:10]=1)[C:4]([O:6]CC)=[O:5].C=[O:15].Cl>O>[S:11]1[N:12]=[CH:13][C:9]([C:3](=[O:15])[C:4]([OH:6])=[O:5])=[N:10]1. Reported procedure: A mixture of ethyl 2-hydroxyimino-2-(1,2,5-thiadiazol-3-yl)acetate (a mixture of syn and anti isomers) (6.0 g.), 36% aqueous solution of formaldehyde (40 ml.), conc. hydrochloric acid (20 ml.) and water (40 ml.) was treated according to a similar manner to that of Example 6(a)(2) to give crystals of 2-(1,2,5-thiadiazol-3-yl)glyoxylic acid (1.6 g.), mp 130° to 133° C. Starting materials: O[C@H](C)[C@@H]1[C@@H]2N(C(=C([C@@H]2C)C2=CN3C(S2)=C(N=C3)C(=O)C=3C=NC=CC3)C(=O)OCC3=CC=C(C=C3)[N+](=O)[O-])C1=O (4-Nitrobenzyl (1S,5R,6S)-6-((1R)-1-hydroxyethyl)-1-methyl-2-[7-(pyridin-3-yl)carbonylimidazo[5,1-b]thiazol-2-yl]-1-carbapen-2-em-3-carboxylate), FC(S(=O)(=O)OC)(F)F (Methyl trifluoromethanesulfonate). Solvent: ClCCl (dichloromethane). Conditions: time 20 minute. The product is FC(S(=O)(=O)[O-])(F)F.O[C@H](C)[C@@H]1[C@@H]2N(C(=C([C@@H]2C)C2=CN3C(S2)=C(N=C3)C(=O)C=3C=[N+](C=CC3)C)C(=O)OCC3=CC=C(C=C3)[N+](=O)[O-])C1=O (4-nitrobenzyl (1S,5R,6S)-6-((1R)-1-hydroxyethyl)-1-methyl-2-[7-(1-methylpyridinium-3-yl)carbonylimidazo-[5,1-b]thiazol-2-yl]-1-carbapen-2-em-3-carboxylate trifluoromethanesulfonate). As a reaction SMILES: [OH:1][C@@H:2]([C@H:4]1[C:40](=[O:41])[N:6]2[C:7]([C:27]([O:29][CH2:30][C:31]3[CH:36]=[CH:35][C:34]([N+:37]([O-:39])=[O:38])=[CH:33][CH:32]=3)=[O:28])=[C:8]([C:11]3[S:15][C:14]4=[C:16]([C:19]([C:21]5[CH:22]=[N:23][CH:24]=[CH:25][CH:26]=5)=[O:20])[N:17]=[CH:18][N:13]4[CH:12]=3)[C@H:9]([CH3:10])[C@H:5]12)[CH3:3].[F:42][C:43]([F:50])([F:49])[S:44]([O:47]C)(=[O:46])=[O:45]>ClCCl>[F:42][C:43]([F:50])([F:49])[S:44]([O-:47])(=[O:46])=[O:45].[OH:1][C@@H:2]([C@H:4]1[C:40](=[O:41])[N:6]2[C:7]([C:27]([O:29][CH2:30][C:31]3[CH:32]=[CH:33][C:34]([N+:37]([O-:39])=[O:38])=[CH:35][CH:36]=3)=[O:28])=[C:8]([C:11]3[S:15][C:14]4=[C:16]([C:19]([C:21]5[CH:22]=[N+:23]([CH3:43])[CH:24]=[CH:25][CH:26]=5)=[O:20])[N:17]=[CH:18][N:13]4[CH:12]=3)[C@H:9]([CH3:10])[C@H:5]12)[CH3:3] |f:3.4|. Procedure: 4-Nitrobenzyl (1S,5R,6S)-6-((1R)-1-hydroxyethyl)-1-methyl-2-[7-(pyridin-3-yl)carbonylimidazo[5,1-b]thiazol-2-yl]-1-carbapen-2-em-3-carboxylate (240 mg) was suspended in 10 ml of dichloromethane to prepare a suspension. Methyl trifluoromethanesulfonate (0.047 ml) was added to the suspension, and the mixture was stirred at room temperature for 20 min. The reaction solution was concentrated under the reduced pressure to give 333 mg of 4-nitrobenzyl (1S,5R,6S)-6-((1R)-1-hydroxyethyl)-1-methyl-2-[7-(... Yields the product CN1C(=O)C(C)(C(=O)CCl)Oc2cc(Oc3c(F)cc(C(F)(F)F)cc3Cl)ccc21. The reactants are ClCCl, CN1C(=O)C(C)(C(=O)CO)Oc2cc(Oc3c(F)cc(C(F)(F)F)cc3Cl)ccc21, Cl, O=C(O)C(F)(F)F. Reaction SMILES: [Cl:39][CH2:40][Cl:41].[Cl:9][c:10]1[c:11]([O:12][c:13]2[cH:14][c:15]3[c:16]([cH:28][cH:29]2)[N:17]([CH3:27])[C:18](=[O:26])[C:19]([CH3:21])([C:22]([CH2:23][OH:24])=[O:25])[O:20]3)[c:30]([F:38])[cH:31][c:32]([C:34]([F:35])([F:36])[F:37])[cH:33]1.[ClH:8].[OH:1][C:2]([C:3]([F:4])([F:5])[F:6])=[O:7]>>[Cl:8][CH2:23][C:22]([C:19]1([CH3:21])[C:18](=[O:26])[N:17]([CH3:27])[c:16]2[c:15]([cH:14][c:13]([O:12][c:11]3[c:10]([Cl:9])[cH:33][c:32]([C:34]([F:35])([F:36])[F:37])[cH:31][c:30]3[F:38])[cH:29][cH:28]2)[O:20]1)=[O:25]. Reactants: C(C)OC(CC1=C(C=CC(=C1)SCC(C)=O)C(F)(F)F)=O ([5-(2-Oxo-propylsulfanyl)-2-trifluoromethyl-phenyl]-acetic acid ethyl ester), Cl.ClC=1C(=C(C=CC1)NN)F ((3-chloro-2-fluoro-phenyl) hydrazine hydrochloride). Yields the product C(C)OC(CC1=C(C=CC(=C1)SC1=C(NC2=C(C(=CC=C12)Cl)F)C)C(F)(F)F)=O ([5-(6-Chloro-7-fluoro-2-methyl-1H-indol-3-ylsulfanyl)-2-trifluoromethyl-phenyl]-acetic acid ethyl ester). RXN SMILES: [CH2:1]([O:3][C:4](=[O:21])[CH2:5][C:6]1[CH:11]=[C:10]([S:12][CH2:13][C:14](=O)[CH3:15])[CH:9]=[CH:8][C:7]=1[C:17]([F:20])([F:19])[F:18])[CH3:2].Cl.[Cl:23][C:24]1[C:25]([F:32])=[C:26]([NH:30]N)[CH:27]=[CH:28][CH:29]=1>>[CH2:1]([O:3][C:4](=[O:21])[CH2:5][C:6]1[CH:11]=[C:10]([S:12][C:13]2[C:27]3[C:26](=[C:25]([F:32])[C:24]([Cl:23])=[CH:29][CH:28]=3)[NH:30][C:14]=2[CH3:15])[CH:9]=[CH:8][C:7]=1[C:17]([F:20])([F:19])[F:18])[CH3:2] |f:1.2|. Reported procedure: Prepared according to the procedure described in Example 2, Step 1, using the following starting materials: [5-(2-Oxo-propylsulfanyl)-2-trifluoromethyl-phenyl]-acetic acid ethyl ester and (3-chloro-2-fluoro-phenyl) hydrazine hydrochloride. The reactants are ( 44 ), NC1=NC(=C(C(=N1)C=1OC=CC1)C#N)S(=O)C (2-amino-4-furan-2-yl-6-methanesulfinyl-pyrimidine-5-carbonitrile), ( 100 ), OCC=1C=NC=CC1 (3-(hydroxymethyl)pyridine), C1CCC2=NCCCN2CC1 (DBU), ( 23 ). The solvent is COCCOC (DME). Product: NC1=NC(=C(C(=N1)C=1OC=CC1)C#N)OCC=1C=NC=CC1 (2-Amino-4-furan-2-yl-6-(pyridin-3-ylmethoxy)-pyrimidine-5-carbonitrile). As a reaction SMILES: [NH2:1][C:2]1[N:7]=[C:6]([C:8]2[O:9][CH:10]=[CH:11][CH:12]=2)[C:5]([C:13]#[N:14])=[C:4](S(C)=O)[N:3]=1.[OH:18][CH2:19][C:20]1[CH:21]=[N:22][CH:23]=[CH:24][CH:25]=1.C1CCN2C(=NCCC2)CC1>COCCOC>[NH2:1][C:2]1[N:7]=[C:6]([C:8]2[O:9][CH:10]=[CH:11][CH:12]=2)[C:5]([C:13]#[N:14])=[C:4]([O:18][CH2:19][C:20]2[CH:21]=[N:22][CH:23]=[CH:24][CH:25]=2)[N:3]=1. Reported procedure: From 2-amino-4-furan-2-yl-6-methanesulfinyl-pyrimidine-5-carbonitrile, 3-(hydroxymethyl)pyridine and DBU in DME. EI-MS m/e (%): 293 (M+, 54), 276 ([M—NH3]+, 36), 92 (100), 65 (44), 39 (23).